This data is from the Open Reaction Database (ORD), a public repository of structured organic reaction records. The task is: describe an organic reaction: reactants, conditions, products, and yield Reactants: CC(N)C(=O)OC(C)(C)C, Cc1ccccc1, CCOCC, CCN(C(C)C)C(C)C, Cl, O=C1OC(=O)c2ccccc21. Product: CC(C(=O)OC(C)(C)C)N1C(=O)c2ccccc2C1=O. As a reaction SMILES: [C:2]([CH3:3])([CH3:4])([CH3:5])[O:6][C:7]([CH:8]([NH2:9])[CH3:10])=[O:11].[CH3:32][c:33]1[cH:34][cH:35][cH:36][cH:37][cH:38]1.[CH3:39][CH2:40][O:41][CH2:42][CH3:43].[CH:12]([N:13]([CH:14]([CH3:15])[CH3:16])[CH2:17][CH3:18])([CH3:19])[CH3:20].[ClH:1].[O:21]=[C:22]1[O:23][C:24](=[O:25])[c:26]2[cH:27][cH:28][cH:29][cH:30][c:31]21>>[C:2]([CH3:3])([CH3:4])([CH3:5])[O:6][C:7]([CH:8]([N:9]1[C:22](=[O:21])[c:31]2[c:26]([cH:27][cH:28][cH:29][cH:30]2)[C:24]1=[O:23])[CH3:10])=[O:11]. The reactants are NC1C(CCCC1)N (1,2-Diaminocyclohexane), CN(CC(C)N1C2=CC=CC=C2SC=2C=CC(=CC12)C(N)=S)C (10-[(2RS)-1-dimethylamino-2-propyl]-2-phenothiazinecarbothioamide). Solvent: C(C)(=O)OCC (ethyl acetate). Run at temperature 160 celsius. Product: CN(CC(C)N1C2=CC=CC=C2SC=2C=CC(=CC12)C1=NC2C(N1)CCCC2)C (10-[(2RS)-1-dimethylamino-2-propyl]-2-(3a,4,5,6,7,7a-hexahydro-1H-benzimidazol-2-yl)phenothiazine). Isolated yield 36.2%. As a reaction SMILES: [NH2:1][CH:2]1[CH2:7][CH2:6][CH2:5][CH2:4][CH:3]1[NH2:8].[CH3:9][N:10]([CH3:31])[CH2:11][CH:12]([N:14]1[C:27]2[CH:26]=[C:25]([C:28](=S)N)[CH:24]=[CH:23][C:22]=2[S:21][C:20]2[C:15]1=[CH:16][CH:17]=[CH:18][CH:19]=2)[CH3:13]>C(OCC)(=O)C>[CH3:31][N:10]([CH3:9])[CH2:11][CH:12]([N:14]1[C:27]2[CH:26]=[C:25]([C:28]3[NH:8][CH:3]4[CH2:4][CH2:5][CH2:6][CH2:7][CH:2]4[N:1]=3)[CH:24]=[CH:23][C:22]=2[S:21][C:20]2[C:15]1=[CH:16][CH:17]=[CH:18][CH:19]=2)[CH3:13]. Procedure details: 1,2-Diaminocyclohexane (9.3 g) is added to an ethanolic solution (35 cc) of 10-[(2RS)-1-dimethylamino-2-propyl]-2-phenothiazinecarbothioamide (2.8 g). The mixture is heated in an autoclave to 160° C. for 4.5 hours. The reaction mixture is diluted with ethyl acetate (100 cc) and washed with distilled water (3×100 cc). The organic phase is separated after settling has taken place, dried over magnesium sulphate, filtered and evaporated to dryness under reduced pressure (30 mm Hg; 4 kPa) at 40° C. T... The reactants are C(=O)(OC(C)(C)C)N[C@H](C(C)(C)C)C(=O)O (Boc-D-tert-leucine), OC1(CCNCC1)C1=CC=CC=C1 (4-hydroxy-4-phenylpiperidine), C=1C=CC2=C(C1)N=NN2O (HOBT), C(CCl)Cl (EDC), C(C)(C)N(C(C)C)CC (N,N-diisopropylethylamine). The solvent is CN(C)C=O (DMF). Conditions: time 8 hour. Product: C(C)(C)(C)OC(N[C@H](C(C)(C)C)C(=O)N1CCC(CC1)(C1=CC=CC=C1)O)=O ([(R)-1-(4-hydroxy-4-phenyl-piperidine-1-carbonyl)-2,2-dimethyl-propyl]-carbamic acid tert-butyl ester). Isolated yield 95.0%. As a reaction SMILES: [C:1]([NH:8][C@@H:9]([C:14]([OH:16])=O)[C:10]([CH3:13])([CH3:12])[CH3:11])([O:3][C:4]([CH3:7])([CH3:6])[CH3:5])=[O:2].[OH:17][C:18]1([C:24]2[CH:29]=[CH:28][CH:27]=[CH:26][CH:25]=2)[CH2:23][CH2:22][NH:21][CH2:20][CH2:19]1.C1C=CC2N(O)N=NC=2C=1.C(Cl)CCl.C(N(CC)C(C)C)(C)C>CN(C=O)C>[C:4]([O:3][C:1](=[O:2])[NH:8][C@@H:9]([C:14]([N:21]1[CH2:22][CH2:23][C:18]([OH:17])([C:24]2[CH:25]=[CH:26][CH:27]=[CH:28][CH:29]=2)[CH2:19][CH2:20]1)=[O:16])[C:10]([CH3:11])([CH3:12])[CH3:13])([CH3:5])([CH3:6])[CH3:7]. Procedure: A round-bottomed flask was charged with Boc-D-tert-leucine (0.30 g, 1.3 mmol, 4-hydroxy-4-phenylpiperidine (345 mg, 1.95 mmol), HOBT (218 mg, 1.43 mmol) and EDC (274 mg, 1.43 mmol). Then added DMF (6 mL) followed by N,N-diisopropylethylamine (0.34 mL, 1.95 mmol). The light yellow reaction mixture was stirred at room temperature overnight then quenched with water and extracted with diethyl ether (2×). The organic layers were combined and washed twice with water and once with brine then dried over... Starting materials: N(=O)[O-].[Na+] (sodium nitrite), NC1=C(C(=O)OCC)C(=CC=C1N)F (ethyl 2,3-diamino-6-fluorobenzoate). Run in O (water), O (water), C(C)(=O)O (acetic acid). Conditions: temperature 0 celsius, time 1 hour. The product is FC=1C=CC2=C(NN=N2)C1C(=O)OCC (ethyl 6-fluoro-1H-1,2,3-benzotriazole-7-carboxylate). Yield: 87.3%. RXN SMILES: [NH2:1][C:2]1[C:12]([NH2:13])=[CH:11][CH:10]=[C:9]([F:14])[C:3]=1[C:4]([O:6][CH2:7][CH3:8])=[O:5].[N:15]([O-])=O.[Na+]>O.C(O)(=O)C>[F:14][C:9]1[CH:10]=[CH:11][C:12]2[N:13]=[N:15][NH:1][C:2]=2[C:3]=1[C:4]([O:6][CH2:7][CH3:8])=[O:5] |f:1.2|. Procedure: ethyl 2,3-diamino-6-fluorobenzoate (1.00 g, 5.04 mmole) in 50 ml of water and 10 ml acetic acid was cooled to −10° C. To this solution was added dropwise sodium nitrite (348 mg, 5.04 mmole) in 30 ml of water. After the addition the reaction was warmed to 0° C. for 30 min, then to room temperature for 1 hr, and finally 50° C. for 1 hr. The reaction was filtered after stirring over night and washed with water. The dark brownish purple solid was dissolved in ethylacetate dried over magnesium sulfat... Reactants: COC(=O)C1CC(N(CC(C)C)C(=O)c2cnc(C(C)(C)C)nc2NCc2ccco2)CN(C(=O)OC(C)(C)C)C1, CO, [Na+], [OH-]. The product is CC(C)CN(C(=O)c1cnc(C(C)(C)C)nc1NCc1ccco1)C1CC(C(=O)O)CN(C(=O)OC(C)(C)C)C1. RXN SMILES: [C:1]([CH3:2])([CH3:3])([CH3:4])[c:5]1[n:6][cH:7][c:8]([C:18](=[O:19])[N:20]([CH:21]2[CH2:22][CH:23]([C:34](=[O:35])[O:36][CH3:37])[CH2:24][N:25]([C:27](=[O:28])[O:29][C:30]([CH3:31])([CH3:32])[CH3:33])[CH2:26]2)[CH2:38][CH:39]([CH3:40])[CH3:41])[c:9]([NH:11][CH2:12][c:13]2[o:14][cH:15][cH:16][cH:17]2)[n:10]1.[CH3:44][OH:45].[Na+:43].[OH-:42]>>[C:1]([CH3:2])([CH3:3])([CH3:4])[c:5]1[n:6][cH:7][c:8]([C:18](=[O:19])[N:20]([CH:21]2[CH2:22][CH:23]([C:34](=[O:35])[OH:36])[CH2:24][N:25]([C:27](=[O:28])[O:29][C:30]([CH3:31])([CH3:32])[CH3:33])[CH2:26]2)[CH2:38][CH:39]([CH3:40])[CH3:41])[c:9]([NH:11][CH2:12][c:13]2[o:14][cH:15][cH:16][cH:17]2)[n:10]1. Reactants: C(C)(C)(C)NC(=O)C1=CN(C2=NC=C(N=C21)C2=NNC1=CC=C(C=C21)OC(F)F)COCC[Si](C)(C)C (N-tert-butyl-2-(5-(difluoromethoxy)-1H-indazol-3-yl)-5-((2-(trimethylsilyl)ethoxy)methyl)-5H-pyrrolo[2,3-b]pyrazine-7-carboxamide), ClCCCN1CC(C1)O (1-(3-chloropropyl)azetidin-3-ol), C(=O)([O-])[O-].[Cs+].[Cs+] (Cs2CO3). Solvent: CN(C)C=O (DMF), ClCCl (dichloromethane). Reaction conditions: temperature 25 celsius, time 10 minute. Product: C(C)(C)(C)NC(=O)C1=CN(C2=NC=C(N=C21)C2=NN(C1=CC=C(C=C21)OC(F)F)CCCN2CC(C2)O)COCC[Si](C)(C)C (N-tert-butyl-2-(5-(difluoromethoxy)-1-(3-(3-hydroxyazetidin-1-yl)propyl)-1H-indazol-3-yl)-5-((2-(trimethylsilyl)ethoxy)methyl)-5H-pyrrolo[2,3-b]pyrazine-7-carboxamide). The yield is 65.9%. Reaction SMILES: [C:1]([NH:5][C:6]([C:8]1[C:16]2[C:11](=[N:12][CH:13]=[C:14]([C:17]3[C:25]4[C:20](=[CH:21][CH:22]=[C:23]([O:26][CH:27]([F:29])[F:28])[CH:24]=4)[NH:19][N:18]=3)[N:15]=2)[N:10]([CH2:30][O:31][CH2:32][CH2:33][Si:34]([CH3:37])([CH3:36])[CH3:35])[CH:9]=1)=[O:7])([CH3:4])([CH3:3])[CH3:2].Cl[CH2:39][CH2:40][CH2:41][N:42]1[CH2:45][CH:44]([OH:46])[CH2:43]1.C([O-])([O-])=O.[Cs+].[Cs+]>CN(C=O)C.ClCCl>[C:1]([NH:5][C:6]([C:8]1[C:16]2[C:11](=[N:12][CH:13]=[C:14]([C:17]3[C:25]4[C:20](=[CH:21][CH:22]=[C:23]([O:26][CH:27]([F:28])[F:29])[CH:24]=4)[N:19]([CH2:39][CH2:40][CH2:41][N:42]4[CH2:45][CH:44]([OH:46])[CH2:43]4)[N:18]=3)[N:15]=2)[N:10]([CH2:30][O:31][CH2:32][CH2:33][Si:34]([CH3:37])([CH3:36])[CH3:35])[CH:9]=1)=[O:7])([CH3:4])([CH3:3])[CH3:2] |f:2.3.4|. Procedure details: In a 2-5 mL Biotage microwave vial were mixed N-tert-butyl-2-(5-(difluoromethoxy)-1H-indazol-3-yl)-5-((2-(trimethylsilyl)ethoxy)methyl)-5H-pyrrolo[2,3-b]pyrazine-7-carboxamide (50 mg, 94.2 μmol), 1-(3-chloropropyl)azetidin-3-ol (42.3 mg, 283 μmol, Eq: 3.0) and Cs2CO3 (123 mg, 377 μmol) in DMF (2 mL). The mixture was stirred ˜10 min at 25° C. then heated to 100° C. in the Biotage microwave reactor for 30 min. LCMS showed complete reaction, diluted with 10 mL of dichloromethane and filtered throug... Reactants: CCO, CCCC1CCC(c2ccc(OS(=O)(=O)C(F)(F)F)c(F)c2)OC1, CC1(C)OB(c2cc(F)c(C(F)(F)Oc3cc(F)c(C(F)(F)F)c(F)c3)c(F)c2)OC1(C)C, [Na+], [Na+], O=C([O-])[O-], Cc1ccccc1, c1ccc(P(c2ccccc2)(c2ccccc2)[Pd](P(c2ccccc2)(c2ccccc2)c2ccccc2)(P(c2ccccc2)(c2ccccc2)c2ccccc2)P(c2ccccc2)(c2ccccc2)c2ccccc2)cc1. Yields the product CCCC1CCC(c2ccc(-c3cc(F)c(C(F)(F)Oc4cc(F)c(C(F)(F)F)c(F)c4)c(F)c3)c(F)c2)OC1. Reaction SMILES: [CH2:64]([OH:65])[CH3:66].[F:1][C:2]([F:3])([F:4])[S:5]([O:6][c:7]1[c:8]([F:22])[cH:9][c:10]([CH:13]2[O:14][CH2:15][CH:16]([CH2:19][CH2:20][CH3:21])[CH2:17][CH2:18]2)[cH:11][cH:12]1)(=[O:23])=[O:24].[F:25][c:26]1[cH:27][c:28]([O:29][C:30]([c:31]2[c:32]([F:47])[cH:33][c:34]([B:38]3[O:39][C:40]([CH3:41])([CH3:42])[C:43]([CH3:44])([CH3:45])[O:46]3)[cH:35][c:36]2[F:37])([F:48])[F:49])[cH:50][c:51]([F:57])[c:52]1[C:53]([F:54])([F:55])[F:56].[Na+:58].[Na+:59].[O-:60][C:61](=[O:62])[O-:63].[c:67]1([CH3:68])[cH:69][cH:70][cH:71][cH:72][cH:73]1.[cH:74]1[cH:75][cH:76][c:77]([P:78]([Pd:79]([P:80]([c:81]2[cH:82][cH:83][cH:84][cH:85][cH:86]2)([c:87]2[cH:88][cH:89][cH:90][cH:91][cH:92]2)[c:93]2[cH:94][cH:95][cH:96][cH:97][cH:98]2)([P:99]([c:100]2[cH:101][cH:102][cH:103][cH:104][cH:105]2)([c:106]2[cH:107][cH:108][cH:109][cH:110][cH:111]2)[c:112]2[cH:113][cH:114][cH:115][cH:116][cH:117]2)[P:118]([c:119]2[cH:120][cH:121][cH:122][cH:123][cH:124]2)([c:125]2[cH:126][cH:127][cH:128][cH:129][cH:130]2)[c:131]2[cH:132][cH:133][cH:134][cH:135][cH:136]2)([c:137]2[cH:138][cH:139][cH:140][cH:141][cH:142]2)[c:143]2[cH:144][cH:145][cH:146][cH:147][cH:148]2)[cH:149][cH:150]1>>[c:7]1(-[c:34]2[cH:33][c:32]([F:47])[c:31]([C:30]([O:29][c:28]3[cH:27][c:26]([F:25])[c:52]([C:53]([F:54])([F:55])[F:56])[c:51]([F:57])[cH:50]3)([F:48])[F:49])[c:36]([F:37])[cH:35]2)[c:8]([F:22])[cH:9][c:10]([CH:13]2[O:14][CH2:15][CH:16]([CH2:19][CH2:20][CH3:21])[CH2:17][CH2:18]2)[cH:11][cH:12]1. Starting materials: B, C=CC1CC1(NC(=O)C1CC(Oc2cc(-c3ccccc3)nc3cc(OC)ccc23)CN1C(=O)NN)C(=O)OCC, C1CCOC1, CO, O=Cc1ccccc1, Cl, c1ccncc1. Product: C=CC1CC1(NC(=O)C1CC(Oc2cc(-c3ccccc3)nc3cc(OC)ccc23)CN1C(=O)NNCc1ccccc1)C(=O)OCC. RXN SMILES: [BH3:56].[CH2:1]([CH3:2])[O:3][C:4](=[O:5])[C:6]1([NH:11][C:12]([CH:13]2[N:14]([C:37](=[O:38])[NH:39][NH2:40])[CH2:15][CH:16]([O:18][c:19]3[cH:20][c:21](-[c:31]4[cH:32][cH:33][cH:34][cH:35][cH:36]4)[n:22][c:23]4[cH:24][c:25]([O:29][CH3:30])[cH:26][cH:27][c:28]34)[CH2:17]2)=[O:41])[CH:7]([CH:9]=[CH2:10])[CH2:8]1.[CH2:60]1[O:61][CH2:62][CH2:63][CH2:64]1.[CH3:58][OH:59].[CH:42](=[O:43])[c:44]1[cH:45][cH:46][cH:47][cH:48][cH:49]1.[ClH:57].[n:50]1[cH:51][cH:52][cH:53][cH:54][cH:55]1>>[CH2:1]([CH3:2])[O:3][C:4](=[O:5])[C:6]1([NH:11][C:12]([CH:13]2[N:14]([C:37](=[O:38])[NH:39][NH:40][CH2:42][c:44]3[cH:45][cH:46][cH:47][cH:48][cH:49]3)[CH2:15][CH:16]([O:18][c:19]3[cH:20][c:21](-[c:31]4[cH:32][cH:33][cH:34][cH:35][cH:36]4)[n:22][c:23]4[cH:24][c:25]([O:29][CH3:30])[cH:26][cH:27][c:28]34)[CH2:17]2)=[O:41])[CH:7]([CH:9]=[CH2:10])[CH2:8]1. Reactants: C(C(C)(C)C)C1=CC=2C(C3=CC=CC=C3C(C2C=C1)=O)=O (2-neopentylanthraquinone), C1(C=2C(C(=O)O1)=CC=CC2)=O (phthalic anhydride), C(C(C)(C)C)C1=CC=2C(C3=CC=CC=C3C(C2C=C1)=O)=O (2-neopentylanthraquinone), C(C(C)(C)C)C1=CC=CC=C1 (neopentylbenzene). The product is C(C(C)(C)C)C1=CC=C(C(=O)C2=C(C(=O)O)C=CC=C2)C=C1 (2-(4-neopentylbenzoyl)-benzoic acid). Reaction SMILES: [CH2:1]([C:6]1[CH:19]=[CH:18][C:17]2[C:16](=[O:20])[C:15]3[C:10](=[CH:11][CH:12]=[CH:13][CH:14]=3)[C:9](=[O:21])[C:8]=2[CH:7]=1)[C:2]([CH3:5])([CH3:4])[CH3:3].C(C1C=CC=CC=1)C(C)(C)C.C1(=O)OC(=[O:37])C2=CC=CC=C12>>[CH2:1]([C:6]1[CH:19]=[CH:18][C:17]([C:16]([C:15]2[CH:14]=[CH:13][CH:12]=[CH:11][C:10]=2[C:9]([OH:21])=[O:37])=[O:20])=[CH:8][CH:7]=1)[C:2]([CH3:3])([CH3:4])[CH3:5]. Procedure details: We have found that this object is achieved by the novel compound 2-neopentylanthraquinone of the formula ##STR2## Furthermore, we have found a process for the preparation of 2-neopentylanthraquinone, wherein neopentylbenzene is acylated with phthalic anhydride by a Friedel-Crafts reaction to give 2-(4-neopentylbenzoyl)-benzoic acid and the latter is cyclized in the presence of a strong anhydrous acid to give 2-neopentylanthraquinone. We have also found that 2-neopentylanthraquinone is a catalyst...